From a dataset of the Open Reaction Database (ORD), a public repository of structured organic reaction records. describe an organic reaction: reactants, conditions, products, and yield Reactants: C(C=C)N1C[C@@H](N(C[C@H]1C)[C@@H](C1=CC(=CC=C1)O[Si](C)(C)C(C)(C)C)C=1C=C(C(=O)Cl)C=CC1)C (3-((αR)-α-((2S,5R)-4-allyl-2,5-dimethyl-1-piperazinyl)-3-(tert-butyldimethylsilyloxy)benzyl)benzoyl chloride), FC1=C(N)C=CC=C1 (2-fluoroaniline), C(CC)(=O)OC(CC)=O (propionic anhydride). Product: FC1=C(NCCC)C=CC=C1 (2-Fluoro-N-propylaniline), C(C=C)N1C[C@@H](N(C[C@H]1C)[C@@H](C1=CC(=CC=C1)O)C=1C=C(C(=O)N(CCC)C2=C(C=CC=C2)F)C=CC1)C ((+)-3-((αR)-α-((2S,5R)-4-allyl-2,5-dimethyl-1-piperazinyl)-3-hydroxybenzyl)-N-(2-fluorophenyl)-N-propylbenzamide). As a reaction SMILES: [F:1][C:2]1[CH:8]=[CH:7][CH:6]=[CH:5][C:3]=1[NH2:4].[C:9](OC(=O)CC)(=O)[CH2:10][CH3:11].[CH2:18]([N:21]1[C@H:26]([CH3:27])[CH2:25][N:24]([C@H:28]([C:43]2[CH:44]=[C:45]([CH:49]=[CH:50][CH:51]=2)[C:46](Cl)=[O:47])[C:29]2[CH:34]=[CH:33][CH:32]=[C:31]([O:35][Si](C(C)(C)C)(C)C)[CH:30]=2)[C@@H:23]([CH3:52])[CH2:22]1)[CH:19]=[CH2:20]>>[F:1][C:2]1[CH:8]=[CH:7][CH:6]=[CH:5][C:3]=1[NH:4][CH2:9][CH2:10][CH3:11].[CH2:18]([N:21]1[C@H:26]([CH3:27])[CH2:25][N:24]([C@H:28]([C:43]2[CH:44]=[C:45]([CH:49]=[CH:50][CH:51]=2)[C:46]([N:4]([C:3]2[CH:5]=[CH:6][CH:7]=[CH:8][C:2]=2[F:1])[CH2:9][CH2:10][CH3:11])=[O:47])[C:29]2[CH:34]=[CH:33][CH:32]=[C:31]([OH:35])[CH:30]=2)[C@@H:23]([CH3:52])[CH2:22]1)[CH:19]=[CH2:20]. Reported procedure: 2-Fluoro-N-propylaniline [NMR (DMSO-d6, 200 MHz): δ0.93 (t, J=7.4 Hz, 3H); 1.59 (m, 2H); 3.04 (q, 6.5 Hz, 2H); 5.33 (br m, 1H); 6.47-6.58 (m, 1H); 6.70 (t, J=8.1 Hz, 1H); 6.93-7.05 (m, 2H)] was prepared from 2-fluoroaniline and propionic anhydride, coupled with 3-((αR)-α-((2S,5R)-4-allyl-2,5-dimethyl-1-piperazinyl)-3-(tert-butyldimethylsilyloxy)benzyl)benzoyl chloride, deprotected and purified by the methods described in Example 10 to give (+)-3-((αR)-α-((2S,5R)-4-allyl-2,5-dimethyl-1-piperaziny...